Task: describe an organic reaction: reactants, conditions, products, and yield. Dataset: the Open Reaction Database (ORD), a public repository of structured organic reaction records Starting materials: C(CC)C1=NC2=C(N1CC1=CC=C(C=C1)C1=C(C=CC=C1)C1=NN=NN1C(C1=CC=CC=C1)(C1=CC=CC=C1)C1=CC=CC=C1)C=C(C=C2Cl)NC(=NC#N)N(C)C (4'-[[2-n-propyl-4-chloro-6-(2-cyano-3,3-dimethyl-guanidino)-1H-benzimidazol-1-yl]methyl]-2-(1-triphenylmethyl-tetrazol-5-yl)-biphenyl), Cl (hydrochloric acid). The solvent is C(C)O (ethanol). Run at time 90 minute. Product: C(CC)C1=NC2=C(N1CC1=CC=C(C=C1)C1=C(C=CC=C1)C1=NN=NN1)C=C(C=C2Cl)NC(=NC#N)N(C)C (4'-[[2-n-Propyl-4-chloro-6-(2-cyano-3,3-dimethyl-guanidino) -1H-benzimidazol-1-yl]-methyl]-2-(1H-tetrazol-5-yl)-biphenyl). RXN SMILES: [CH2:1]([C:4]1[N:8]([CH2:9][C:10]2[CH:15]=[CH:14][C:13]([C:16]3[CH:21]=[CH:20][CH:19]=[CH:18][C:17]=3[C:22]3[N:26](C(C4C=CC=CC=4)(C4C=CC=CC=4)C4C=CC=CC=4)[N:25]=[N:24][N:23]=3)=[CH:12][CH:11]=2)[C:7]2[CH:46]=[C:47]([NH:51][C:52]([N:56]([CH3:58])[CH3:57])=[N:53][C:54]#[N:55])[CH:48]=[C:49]([Cl:50])[C:6]=2[N:5]=1)[CH2:2][CH3:3].Cl>C(O)C>[CH2:1]([C:4]1[N:8]([CH2:9][C:10]2[CH:15]=[CH:14][C:13]([C:16]3[CH:21]=[CH:20][CH:19]=[CH:18][C:17]=3[C:22]3[NH:23][N:24]=[N:25][N:26]=3)=[CH:12][CH:11]=2)[C:7]2[CH:46]=[C:47]([NH:51][C:52]([N:56]([CH3:58])[CH3:57])=[N:53][C:54]#[N:55])[CH:48]=[C:49]([Cl:50])[C:6]=2[N:5]=1)[CH2:2][CH3:3]. Reported procedure: 225 mg (0.29 mMol) of 4'-[[2-n-propyl-4-chloro-6-(2-cyano-3,3-dimethyl-guanidino)-1H-benzimidazol-1-yl]methyl]-2-(1-triphenylmethyl-tetrazol-5-yl)-biphenyl are dissolved in 10 ml of absolute ethanol, mixed with 2.5 ml of methanolic hydrochloric acid and stirred for 90 minutes at ambient temperature. The solvent is then removed in vacuo and the residue is taken up in methylene chloride/ethanol (4:1) and adjusted to pH 8 with methanolic ammonia. After the addition of 5 g of silica gel the mixture ... Starting materials: [N+](=O)([O-])C1=C(C=CC=C1OC1=C(C=CC=C1)Cl)CC(=O)[O-].[Na+] (sodium 2-[2-nitro-3-(2-chlorophenoxy)phenyl]acetate). The reagents and catalysts are [Ni] (Raney nickel). Yields the product NC1=C(C=CC=C1OC1=C(C=CC=C1)Cl)CC(=O)[O-].[Na+] (sodium 2-[2-amino-3-(2-chlorophenoxy)phenyl]acetate). RXN SMILES: [N+:1]([C:4]1[C:9]([O:10][C:11]2[CH:16]=[CH:15][CH:14]=[CH:13][C:12]=2[Cl:17])=[CH:8][CH:7]=[CH:6][C:5]=1[CH2:18][C:19]([O-:21])=[O:20])([O-])=O.[Na+:22]>[Ni]>[NH2:1][C:4]1[C:9]([O:10][C:11]2[CH:16]=[CH:15][CH:14]=[CH:13][C:12]=2[Cl:17])=[CH:8][CH:7]=[CH:6][C:5]=1[CH2:18][C:19]([O-:21])=[O:20].[Na+:22] |f:0.1,3.4|. Reported procedure: Thus obtained sodium 2-[2-nitro-3-(2-chlorophenoxy)phenyl]acetate was subjected successively to catalytic reduction using Raney nickel to give sodium 2-[2-amino-3-(2-chlorophenoxy)phenyl]acetate. This product was identified with crop obtained in Example 5-(2) by I.R. and N.M.R. spectra.